From a dataset of the Open Reaction Database (ORD), a public repository of structured organic reaction records. describe an organic reaction: reactants, conditions, products, and yield Reactants: C(=O)(OC(C)(C)C)N1CC(CCC1)=C (1-Boc-3-methylene piperidine), BrC1=CC2=C(OC(O2)(F)F)C=C1 (5-bromo-2,2-difluoro-1,3-benzodioxole), C([O-])([O-])=O.[K+].[K+] (potassium carbonate), B1C2CCCC1CCC2 (9-BBN), resultant mixture, [OH-].[Na+] (NaOH). The reagents and catalysts are C1=CC=C(C=C1)P([C-]2C=CC=C2)C3=CC=CC=C3.C1=CC=C(C=C1)P([C-]2C=CC=C2)C3=CC=CC=C3.Cl[Pd]Cl.[Fe+2].C(Cl)Cl (Pd(dppf)Cl2 CH2Cl2). The solvent is CN(C)C=O.O (DMF H2O), C1CCOC1 (THF), O (water). Product: C(C)(C)(C)OC(=O)N1CC(CCC1)CC1=CC2=C(OC(O2)(F)F)C=C1 (3-(2,2-difluoro-benzo[1,3]dioxol-5-ylmethyl)-piperidine-1-carboxylic acid tert-butyl ester). Isolated yield 66.7%. Reaction SMILES: [C:1]([N:8]1[CH2:13][CH2:12][CH2:11][C:10](=[CH2:14])[CH2:9]1)([O:3][C:4]([CH3:7])([CH3:6])[CH3:5])=[O:2].B1C2CCCC1CCC2.Br[C:25]1[CH:35]=[CH:34][C:28]2[O:29][C:30]([F:33])([F:32])[O:31][C:27]=2[CH:26]=1.C(=O)([O-])[O-].[K+].[K+].[OH-].[Na+]>CN(C=O)C.O.C1C=CC(P(C2C=CC=CC=2)[C-]2C=CC=C2)=CC=1.C1C=CC(P(C2C=CC=CC=2)[C-]2C=CC=C2)=CC=1.Cl[Pd]Cl.[Fe+2].C(Cl)Cl.O.C1COCC1>[C:4]([O:3][C:1]([N:8]1[CH2:13][CH2:12][CH2:11][CH:10]([CH2:14][C:35]2[CH:25]=[CH:26][C:27]3[O:31][C:30]([F:32])([F:33])[O:29][C:28]=3[CH:34]=2)[CH2:9]1)=[O:2])([CH3:7])([CH3:6])[CH3:5] |f:3.4.5,6.7,8.9,10.11.12.13.14|. Reported procedure: 1-Boc-3-methylene piperidine (842 mg, 4.27 mmol) was degassed (neat) for 15 minutes and then treated with a THF solution of 9-BBN (0.5 M in THF, 8.6 mL, 4.3 mmol). The reaction mixture was refluxed for 2 h, then cooled to rt. The reaction mixture was then added, via cannula, to a preformed solution of 5-bromo-2,2-difluoro-1,3-benzodioxole (1.00 g, 4.22 mmol), Pd(dppf)Cl2—CH2Cl2 (94 mg, 0.128 mmol), and potassium carbonate (746 mg, 5.40 mmol) in DMF/H2O (10 mL/1 mL). The resultant mixture was hea... Reactants: IC=1N(C=CN1)COCC[Si](C)(C)C (2-iodo-1-{[2-(trimethylsilyl)ethoxy]methyl}-1H-imidazole), C([O-])([O-])=O.[Cs+].[Cs+] (cesium carbonate), C(C)(C)(C)OC(=O)N(C(=O)OC(C)(C)C)C=1SC[C@H]2[C@@](N1)(CO[C@@H]2C)C2=C(C=CC(=C2)B2OC(C(O2)(C)C)(C)C)F (di-tert-Butyl{(4aS,5R,7aS)-7a-[2-fluoro-5-(4,4,5,5-tetramethyl-1,3,2-dioxaborolan-2-yl)phenyl]-5-methyl-4a,5,7,7a-tetrahydro-4H-furo[3,4-d][1,3]thiazin-2-yl}imidodicarbonate), mono and bis BOC, FC(C(=O)O)(F)F (Trifluoroacetic acid). The reagents and catalysts are Cl[Pd]Cl.C1(=CC=CC=C1)P(C1=CC=CC=C1)C1=CC=CC=C1 (dichloropalladium triphenylphosphane). The solvent is C(C)O (ethanol), COCCOC (1,2-dimethoxyethane), C(Cl)Cl (DCM), O (water), C(=O)(O)[O-].[Na+] (NaHCO3). Run at temperature 100 celsius, time 1 hour. The product is FC1=C(C=C(C=C1)C=1NC=CN1)[C@@]12N=C(SC[C@@H]1[C@H](OC2)C)N ((4aS,5R,7aS)-7a-(2-fluoro-5-(1H-imidazol-2-yl)phenyl)-5-methyl-4a,5,7,7a-tetrahydro-4H-furo[3,4-d][1,3]thiazin-2-amine). Yield: 84.9%. Reaction SMILES: C(OC([N:8]([C:16]1[S:17][CH2:18][C@@H:19]2[C@@H:24]([CH3:25])[O:23][CH2:22][C@:20]2([C:26]2[CH:31]=[C:30](B3OC(C)(C)C(C)(C)O3)[CH:29]=[CH:28][C:27]=2[F:41])[N:21]=1)C(OC(C)(C)C)=O)=O)(C)(C)C.I[C:43]1[N:44](COCC[Si](C)(C)C)[CH:45]=[CH:46][N:47]=1.C(=O)([O-])[O-].[Cs+].[Cs+].FC(F)(F)C(O)=O>COCCOC.C([O-])(O)=O.[Na+].C(Cl)Cl.Cl[Pd]Cl.C1(P(C2C=CC=CC=2)C2C=CC=CC=2)C=CC=CC=1.C(O)C.O>[F:41][C:27]1[CH:28]=[CH:29][C:30]([C:43]2[NH:44][CH:45]=[CH:46][N:47]=2)=[CH:31][C:26]=1[C@:20]12[CH2:22][O:23][C@H:24]([CH3:25])[C@H:19]1[CH2:18][S:17][C:16]([NH2:8])=[N:21]2 |f:2.3.4,7.8,10.11|. Procedure: di-tert-Butyl{(4aS,5R,7aS)-7a-[2-fluoro-5-(4,4,5,5-tetramethyl-1,3,2-dioxaborolan-2-yl)phenyl]-5-methyl-4a,5,7,7a-tetrahydro-4H-furo[3,4-d][1,3]thiazin-2-yl}imidodicarbonate (0.1 g, 0.17 mmol) was dissolved in 1,2-dimethoxyethane (1.5 mL), water (0.7 mL) and ethanol (0.5 mL). The resulting solution was heated to 100° C. and to it was added 2-iodo-1-{[2-(trimethylsilyl)ethoxy]methyl}-1H-imidazole (0.1 g, 0.31 mmol), cesium carbonate (0.33 g, 1.0 mmol) and dichloropalladium-triphenylphosphane (0.0... Starting materials: N1CCCCC1 (Piperidine), COC(=O)C=1C=C(C2=C(S(CC3=C(O2)C(=CC(=C3)NCCCl)Cl)(=O)=O)C1)C (4-Chloro-2-(2-chloro-ethylamino)-6-methyl-10,10-dioxo-10,11-dihydro-5-oxa-10lambda*6*-thia-dibenzo[a,d]cycloheptene-8-carboxylic acid methyl ester). Run in CN(C)C=O (DMF). The product is COC(=O)C=1C=C(C2=C(S(CC3=C(O2)C(=CC(=C3)NCCN3CCCCC3)Cl)(=O)=O)C1)C (4-Chloro-6-methyl-10,10-dioxo-2-(2-piperidin-1-yl-ethylamino)-10,11-dihydro-5-oxa-10lambda*6*-thia-dibenzo[a,d]cycloheptene-8-carboxylic acid methyl ester). Reaction SMILES: [NH:1]1[CH2:6][CH2:5][CH2:4][CH2:3][CH2:2]1.[CH3:7][O:8][C:9]([C:11]1[CH:12]=[C:13]([CH3:33])[C:14]2[O:20][C:19]3[C:21]([Cl:29])=[CH:22][C:23]([NH:25][CH2:26][CH2:27]Cl)=[CH:24][C:18]=3[CH2:17][S:16](=[O:31])(=[O:30])[C:15]=2[CH:32]=1)=[O:10]>CN(C=O)C>[CH3:7][O:8][C:9]([C:11]1[CH:12]=[C:13]([CH3:33])[C:14]2[O:20][C:19]3[C:21]([Cl:29])=[CH:22][C:23]([NH:25][CH2:26][CH2:27][N:1]4[CH2:6][CH2:5][CH2:4][CH2:3][CH2:2]4)=[CH:24][C:18]=3[CH2:17][S:16](=[O:30])(=[O:31])[C:15]=2[CH:32]=1)=[O:10]. Procedure: Piperidine (0.184 g, 2.16 mmol) was added with stirring to a solution of Example 56k. (0.6 g, 1.4 mmol) in DMF (1 mL) in an inert atmosphere and heated at 90° C. for 4 h. The reaction mixture was concentrated, treated with water, and the solid that precipitated was filtered, washed with water and purified using flash chromatography (silica gel, 2% methanol/chloroform) to obtain the title compound. Yield: 0.330 g, (48%); 1H NMR (CDCl3): δ 1.18 (bs, 2H, CH2), 1.32 (t, 4H, 2CH2), 2.21 (s, 3H, CH3),... The reactants are CC(=O)N1CCC(O)(c2ccccc2)CC1, CN(C)C=O, Fc1c(F)c(F)c(F)c(F)c1F, [H-], [Na+], O. The product is CC(=O)N1CCC(Oc2c(F)c(F)c(F)c(F)c2F)(c2ccccc2)CC1. Reaction SMILES: [C:3]([CH3:4])(=[O:5])[N:6]1[CH2:7][CH2:8][C:9]([c:12]2[cH:13][cH:14][cH:15][cH:16][cH:17]2)([OH:18])[CH2:10][CH2:11]1.[CH3:32][N:33]([CH3:34])[CH:35]=[O:36].[F:19][c:20]1[c:21]([F:22])[c:23]([F:24])[c:25]([F:26])[c:27]([F:28])[c:29]1[F:30].[H-:1].[Na+:2].[OH2:31]>>[C:3]([CH3:4])(=[O:5])[N:6]1[CH2:7][CH2:8][C:9]([c:12]2[cH:13][cH:14][cH:15][cH:16][cH:17]2)([O:18][c:29]2[c:20]([F:19])[c:21]([F:22])[c:23]([F:24])[c:25]([F:26])[c:27]2[F:28])[CH2:10][CH2:11]1. Reactants: NC1C(CCCC1)N (1,2-Diaminocyclohexane), solution, S (hydrogen sulphide), OC[C@@H]1N(CCC1)CC(C)N1C2=CC=CC=C2SC=2C=CC(=CC12)C(N)=S (10-{1-[(2R)-2-hydroxymethyl-1-pyrrolidinyl]-2-propyl}-2-phenothiazinecarbothioamide). The solvent is C(C)(=O)OCC (ethyl acetate). Reaction conditions: temperature 150 celsius, time 2 hour. The product is N1C(=NC2C1CCCC2)C2=CC=1N(C3=CC=CC=C3SC1C=C2)C(CN2[C@H](CCC2)CO)C (2-(3a,4,5,6,7,7a-hexahydro-1H-benzimidazol-2-yl)-10-{1-[(2R)-2-(hydroxymethyl)pyrrolidinyl]-2-propyl}phenothiazine). As a reaction SMILES: [NH2:1][CH:2]1[CH2:7][CH2:6][CH2:5][CH2:4][CH:3]1[NH2:8].S.[OH:10][CH2:11][C@H:12]1[CH2:16][CH2:15][CH2:14][N:13]1[CH2:17][CH:18]([N:20]1[C:33]2[CH:32]=[C:31]([C:34](=S)N)[CH:30]=[CH:29][C:28]=2[S:27][C:26]2[C:21]1=[CH:22][CH:23]=[CH:24][CH:25]=2)[CH3:19]>C(OCC)(=O)C>[NH:1]1[CH:2]2[CH2:7][CH2:6][CH2:5][CH2:4][CH:3]2[N:8]=[C:34]1[C:31]1[CH:30]=[CH:29][C:28]2[S:27][C:26]3[C:21](=[CH:22][CH:23]=[CH:24][CH:25]=3)[N:20]([CH:18]([CH3:19])[CH2:17][N:13]3[CH2:14][CH2:15][CH2:16][C@@H:12]3[CH2:11][OH:10])[C:33]=2[CH:32]=1. Procedure: 1,2-Diaminocyclohexane (10.57 g) is added to an ethanolic solution (40 cc), saturated with hydrogen sulphide, of 10-{1-[(2R)-2-hydroxymethyl-1-pyrrolidinyl]-2-propyl}-2-phenothiazinecarbothioamide, D series (3.65 g). The mixture is heated in an autoclave to 150° C. for 11 hours, then diluted with ethyl acetate (250 cc) and washed with distilled water (4×200 cc). The organic phase is separated after settling has taken place, dried over magnesium sulphate, filtered and concentrated to dryness unde... Yields the product FC1=C(C=CC=C1S(=O)(=O)C)C1CCN(CC1)CCC(F)(F)F (4-[2-FLUORO-3-(METHYLSULFONYL)PHENYL]-1-(3,3,3-TRIFLUORO-PROPYL)PIPERIDINE). Reaction SMILES: [F:1][C:2]1[C:7]([S:8]([CH3:11])(=[O:10])=[O:9])=[CH:6][CH:5]=[CH:4][C:3]=1[CH:12]1[CH2:17][CH2:16][NH:15][CH2:14][CH2:13]1.C(=O)([O-])[O-].[K+].[K+].[F:24][C:25]([F:30])([F:29])[CH2:26][CH2:27]I>C(#N)C>[F:1][C:2]1[C:7]([S:8]([CH3:11])(=[O:10])=[O:9])=[CH:6][CH:5]=[CH:4][C:3]=1[CH:12]1[CH2:17][CH2:16][N:15]([CH2:27][CH2:26][C:25]([F:30])([F:29])[F:24])[CH2:14][CH2:13]1 |f:1.2.3|. Run in C(C)#N (acetonitrile). The reactants are ( 14 ), FC1=C(C=CC=C1S(=O)(=O)C)C1CCNCC1 (4-[2-fluoro-3-(methylsulfonyl)phenyl]piperidine), ( 15 ), C([O-])([O-])=O.[K+].[K+] (potassium carbonate), FC(CCI)(F)F (1,1,1-trifluoro-3-iodopropane), ( 9 ). Reported procedure: Preparation according to Example 1: 4-[2-fluoro-3-(methylsulfonyl)phenyl]piperidine (0.02 g, 0.078 mmol), acetonitrile (2 ml), potassium carbonate (0.02 g, 0.14 mmol), 1,1,1-trifluoro-3-iodopropane (0.010 ml, 0.082 mmol). MS m/z (relative intensity, 70 eV) 353 (M+, 11), 271 (15), 270 (bp), 152 (14) 133 (9). Reactants: butyl ester, O=C1CSC2=C(N1)C=C(C=C2)C(=O)O (3-oxo-3,4-dihydro-2H-benzo[1,4]thiazine-6-carboxylic acid), ClC1=NC2=C(C(=CC=C2N=C1)OC)OC (2-chloro-7,8-dimethoxy-quinoxaline), SCCO (2-mercaptoethanol), N1CCC(CC1)NC(O)=O (piperidin-4-yl-carbamic acid). The product is COC1=CC=C2N=CC(=NC2=C1OC)SCCN1CCC(CC1)NC(=O)C=1C=CC2=C(NC(CS2)=O)C1 (3-oxo-3,4-dihydro-2H-benzo[1,4]thiazine-6-carboxylic acid {1-[2-(7,8-dimethoxy-quinoxalin-2-ylsulfanyl)-ethyl]-piperidin-4-yl}-amide). As a reaction SMILES: Cl[C:2]1[CH:11]=[N:10][C:9]2[C:4](=[C:5]([O:14][CH3:15])[C:6]([O:12][CH3:13])=[CH:7][CH:8]=2)[N:3]=1.[SH:16][CH2:17][CH2:18]O.[NH:20]1[CH2:25][CH2:24][CH:23]([NH:26][C:27](=[O:29])O)[CH2:22][CH2:21]1.[O:30]=[C:31]1[NH:36][C:35]2[CH:37]=[C:38](C(O)=O)[CH:39]=[CH:40][C:34]=2[S:33][CH2:32]1>>[CH3:13][O:12][C:6]1[C:5]([O:14][CH3:15])=[C:4]2[C:9]([N:10]=[CH:11][C:2]([S:16][CH2:17][CH2:18][N:20]3[CH2:21][CH2:22][CH:23]([NH:26][C:27]([C:38]4[CH:39]=[CH:40][C:34]5[S:33][CH2:32][C:31](=[O:30])[NH:36][C:35]=5[CH:37]=4)=[O:29])[CH2:24][CH2:25]3)=[N:3]2)=[CH:8][CH:7]=1. Procedure details: The title compound is prepared as a light brown solid following Scheme 3 and in analogy to Example 35 using 2-chloro-7,8-dimethoxy-quinoxaline, 2-mercaptoethanol, piperidin-4-yl-carbamic acid tort-butyl ester and 3-oxo-3,4-dihydro-2H-benzo[1,4]thiazine-6-carboxylic acid as starting materials.